The task is: describe an organic reaction: reactants, conditions, products, and yield. This data is from the Open Reaction Database (ORD), a public repository of structured organic reaction records. Starting materials: tetralis(triphenylphosphine)palladium (0), C([O-])([O-])=O.[Na+].[Na+] (sodium carbonate), BrC=1C=CC(=NC1)NC(=O)NC1=CC(=CC=C1)C(F)(F)F (1-(5-bromopyridin-2-yl)-3-(m-trifluoromethylphenyl)-urea), B1(OC(C(O1)(C)C)(C)C)B2OC(C(O2)(C)C)(C)C (bis(pinacolato)diboron), C1(CCCCC1)P(C1CCCCC1)C1CCCCC1 (tricyclohexylphosphine), C(C)(=O)[O-].[K+] (potassium acetate), tris(dibenzylidineacetone)dipalladium (0), IC1=CN=C2N1C=CC(=C2)C2=CC=NC=C2 (3-iodo-7-pyridin-4-yl-imidazo[1,2-a]pyridine). Solvent: O1CCOCC1 (dioxane). Reaction conditions: temperature 80 celsius, time 16 hour. Yields the product N1=CC=C(C=C1)C1=CC=2N(C=C1)C(=CN2)C=2C=CC(=NC2)NC(=O)NC2=CC(=CC=C2)C(F)(F)F (1-[5-(7-Pyridin-4-yl-imidazo[1,2-a]pyridin-3-yl)-pyridin-2-yl]-3-(m-trifluoromethyl-phenyl)-urea). Isolated yield 68.8%. As a reaction SMILES: Br[C:2]1[CH:3]=[CH:4][C:5]([NH:8][C:9]([NH:11][C:12]2[CH:17]=[CH:16][CH:15]=[C:14]([C:18]([F:21])([F:20])[F:19])[CH:13]=2)=[O:10])=[N:6][CH:7]=1.B1(B2OC(C)(C)C(C)(C)O2)OC(C)(C)C(C)(C)O1.C1(P(C2CCCCC2)C2CCCCC2)CCCCC1.C([O-])(=O)C.[K+].I[C:65]1[N:69]2[CH:70]=[CH:71][C:72]([C:74]3[CH:79]=[CH:78][N:77]=[CH:76][CH:75]=3)=[CH:73][C:68]2=[N:67][CH:66]=1.C(=O)([O-])[O-].[Na+].[Na+]>O1CCOCC1>[N:77]1[CH:76]=[CH:75][C:74]([C:72]2[CH:71]=[CH:70][N:69]3[C:65]([C:2]4[CH:3]=[CH:4][C:5]([NH:8][C:9]([NH:11][C:12]5[CH:17]=[CH:16][CH:15]=[C:14]([C:18]([F:21])([F:20])[F:19])[CH:13]=5)=[O:10])=[N:6][CH:7]=4)=[CH:66][N:67]=[C:68]3[CH:73]=2)=[CH:79][CH:78]=1 |f:3.4,6.7.8|. Procedure details: To a solution of 1-(5-bromopyridin-2-yl)-3-(m-trifluoromethylphenyl)-urea (0.520 g, 1.44 mmol, 1.0 eq.) in dioxane (12 mL), add bis(pinacolato)diboron (0.410 g, 1.59 mmol, 1.1 eq.), tricyclohexylphosphine (0.048 g, 12 mol %), potassium acetate (0.211 g, 1.5 eq.), and tris(dibenzylidineacetone)dipalladium (0) (0.066 g, 5 mmol %). Deoxygenate the reaction mixture and stir under nitrogen at 80° C. for approximately 16 h and cool to room temperature. Add 3-iodo-7-pyridin-4-yl-imidazo[1,2-a]pyridine ... Reactants: COCCOC (ethylene glycol dimethyl ether), C(C)OC(=O)C=1C=NC2=CC(=CC=C2C1N(CC=1C=NC=CC1)S(=O)(=O)C1=CC=C(C=C1)Br)C(F)(F)F (4-[(4-bromobenzenesulfonyl)-pyridin-3-ylmethylamino]-7-trifluoromethyl-quinoline-3-carboxylic acid ethyl ester), C1(=CC=CC=C1)B(O)O (phenylboronic acid), C(=O)([O-])[O-].[Na+].[Na+] (Na2CO3). Reagents/catalysts: C=1C=CC(=CC1)[P](C=2C=CC=CC2)(C=3C=CC=CC3)[Pd]([P](C=4C=CC=CC4)(C=5C=CC=CC5)C=6C=CC=CC6)([P](C=7C=CC=CC7)(C=8C=CC=CC8)C=9C=CC=CC9)[P](C=1C=CC=CC1)(C=1C=CC=CC1)C=1C=CC=CC1 (tetrakis(triphenylphosphine)palladium). The solvent is C(C)(=O)OCC (ethyl acetate). The product is C(C)OC(=O)C=1C=NC2=CC(=CC=C2C1N(CC=1C=NC=CC1)S(=O)(=O)C1=CC=C(C=C1)C1=CC=CC=C1)C(F)(F)F (4-[(biphenyl-4-sulfonyl)-pyridin-3-ylmethyl-amino]-7-trifluoromethyl-quinoline-3-carboxylic acid ethyl ester). As a reaction SMILES: COCCOC.[CH2:7]([O:9][C:10]([C:12]1[CH:13]=[N:14][C:15]2[C:20]([C:21]=1[N:22]([S:30]([C:33]1[CH:38]=[CH:37][C:36](Br)=[CH:35][CH:34]=1)(=[O:32])=[O:31])[CH2:23][C:24]1[CH:25]=[N:26][CH:27]=[CH:28][CH:29]=1)=[CH:19][CH:18]=[C:17]([C:40]([F:43])([F:42])[F:41])[CH:16]=2)=[O:11])[CH3:8].[C:44]1(B(O)O)[CH:49]=[CH:48][CH:47]=[CH:46][CH:45]=1.C([O-])([O-])=O.[Na+].[Na+]>C(OCC)(=O)C.C1C=CC([P]([Pd]([P](C2C=CC=CC=2)(C2C=CC=CC=2)C2C=CC=CC=2)([P](C2C=CC=CC=2)(C2C=CC=CC=2)C2C=CC=CC=2)[P](C2C=CC=CC=2)(C2C=CC=CC=2)C2C=CC=CC=2)(C2C=CC=CC=2)C2C=CC=CC=2)=CC=1>[CH2:7]([O:9][C:10]([C:12]1[CH:13]=[N:14][C:15]2[C:20]([C:21]=1[N:22]([S:30]([C:33]1[CH:38]=[CH:37][C:36]([C:44]3[CH:49]=[CH:48][CH:47]=[CH:46][CH:45]=3)=[CH:35][CH:34]=1)(=[O:32])=[O:31])[CH2:23][C:24]1[CH:25]=[N:26][CH:27]=[CH:28][CH:29]=1)=[CH:19][CH:18]=[C:17]([C:40]([F:43])([F:42])[F:41])[CH:16]=2)=[O:11])[CH3:8] |f:3.4.5,^1:68,70,89,108|. Reported procedure: To 8.5 mL of degassed ethylene glycol dimethyl ether, was added 500 mg (0.85 mmol) of the ester, 110 mg (0.93 mmol) of phenylboronic acid, 80 mg (0.07 mmol) of tetrakis(triphenylphosphine)palladium and 1.1 ml (2.2 mmol) of 2M aqueous Na2CO3 and the mixture ws heated to reflux under nitrogen for 36 hr. The reaction was cooled to room temperature, diluted with ethyl acetate, washed with water and brine, dried over MgSO4, filtered and concentrated in vacuo to give 4-[(biphenyl-4-sulfonyl)-pyridin-3...